This data is from the Open Reaction Database (ORD), a public repository of structured organic reaction records. The task is: describe an organic reaction: reactants, conditions, products, and yield Starting materials: C1OC=2C=C(C=CC2O1)CC(=O)O (3,4-methylenedioxyphenylacetic acid), S(O)(O)(=O)=O (sulfuric acid), C(C)O (ethanol). Product: C1OC=2C=C(C=CC2O1)CC(=O)OCC (ethyl 3,4-methylenedioxyphenylacetate). As a reaction SMILES: [CH2:1]1[O:9][C:8]2[CH:7]=[CH:6][C:5]([CH2:10][C:11]([OH:13])=[O:12])=[CH:4][C:3]=2[O:2]1.S(=O)(=O)(O)O.[CH2:19](O)[CH3:20]>>[CH2:1]1[O:9][C:8]2[CH:7]=[CH:6][C:5]([CH2:10][C:11]([O:13][CH2:19][CH3:20])=[O:12])=[CH:4][C:3]=2[O:2]1. Reported procedure: To a solution of 3,4-methylenedioxyphenylacetic acid (10 g) in ethanol (100 ml) was added conc. sulfuric acid (3 ml). After being refluxed for 90 minutes, the mixture was concentrated in vacuo. The residue was dissolved in diethyl ether (150 ml). The solution was washed with 1M aqueous sodium bicarbonate solution and brine successively and dried over magnesium sulfate, and concentrated in vacuo to give ethyl 3,4-methylenedioxyphenylacetate (11.0 g) as an oil. Reactants: O=C[C@H](O)[C@@H](O)[C@H](O)[C@H](O)C(=O)O (D-glucuronic acid), O=C[C@H](O)[C@@H](O)[C@H](O)[C@H](O)C(=O)O (D-glucuronic acid), O=C[C@@H](O)[C@@H](O)[C@H](O)[C@H](O)CO (D-mannose). The product is O=C[C@@H](O)[C@H](O)[C@H](O)[C@@H](O)C (L-fucose). As a reaction SMILES: [O:1]=[CH:2][C@@H:3]([C@H:5]([C@@H:7]([C@@H:9]([C:11](O)=O)[OH:10])[OH:8])[OH:6])[OH:4].O=C[C@H]([C@H]([C@@H]([C@@H](CO)O)O)O)O>>[O:1]=[CH:2][C@H:3]([C@@H:5]([C@@H:7]([C@H:9]([CH3:11])[OH:10])[OH:8])[OH:6])[OH:4]. Procedure details: unsaturated D-glucuronic acid:D-glucuronic acid:D-mannose=2:1:1:2 (two Reactants: N(C(=O)C)C1=NC2=NC(=C(C(=C2C=C1)C)C)O (2-acetamino-7-hydroxy-5,6-dimethyl-1,8-naphthyridine), P(=O)(Cl)(Cl)Cl (phosphorus oxychloride). Product: NC1=NC2=NC(=C(C(=C2C=C1)C)C)Cl (2-Amino-7-chloro-5,6-dimethyl-1,8-naphthyridine). Isolated yield 92.0%. RXN SMILES: [NH:1]([C:5]1[CH:14]=[CH:13][C:12]2[C:7](=[N:8][C:9](O)=[C:10]([CH3:16])[C:11]=2[CH3:15])[N:6]=1)C(C)=O.P(Cl)(Cl)([Cl:20])=O>>[NH2:1][C:5]1[CH:14]=[CH:13][C:12]2[C:7](=[N:8][C:9]([Cl:20])=[C:10]([CH3:16])[C:11]=2[CH3:15])[N:6]=1. Reported procedure: 34.6 g (0.15 mol) of 2-acetamino-7-hydroxy-5,6-dimethyl-1,8-naphthyridine and 380 ml of phosphorus oxychloride are boiled under reflux for 30 minutes, the starting material dissolving. Excess POCl3 is distilled off, the residue poured onto ice and concentrated hydrochloric acid is added. After the mixture has been boiled under reflux for 30 minutes, it is made alkaline with 50% strength sodium hydroxide solution. The precipitate is suction filtered and recrystallized from 4 liters of methanol. T... Reactants: ClC=1C=C(C=CC1Cl)[C@H]1[C@@H](CN(CCO1)C(=O)OC(C)(C)C)COS(=O)(=O)C (tert-butyl (6S,7R)-7-(3,4-dichlorophenyl)-6-{[(methylsulfonyl)oxy]methyl}-1,4-oxazepane-4-carboxylate), C(O)CN (ethanolamine), C(C)O (ethanol). Conditions: temperature 80 celsius, time 8 hour. Product: ClC=1C=C(C=CC1Cl)[C@H]1[C@@H](CN(CCO1)C(=O)OC(C)(C)C)CNCCO (tert-butyl (6R,7R)-7-(3,4-dichlorophenyl)-6-{[(2-hydroxyethyl)amino]methyl}-1,4-oxazepane-4-carboxylate). Reaction SMILES: [Cl:1][C:2]1[CH:3]=[C:4]([C@@H:9]2[O:15][CH2:14][CH2:13][N:12]([C:16]([O:18][C:19]([CH3:22])([CH3:21])[CH3:20])=[O:17])[CH2:11][C@H:10]2COS(C)(=O)=O)[CH:5]=[CH:6][C:7]=1[Cl:8].[CH2:29]([CH2:31][NH2:32])[OH:30].[CH2:33](O)C>>[Cl:1][C:2]1[CH:3]=[C:4]([C@@H:9]2[O:15][CH2:14][CH2:13][N:12]([C:16]([O:18][C:19]([CH3:22])([CH3:20])[CH3:21])=[O:17])[CH2:11][C@H:10]2[CH2:33][NH:32][CH2:31][CH2:29][OH:30])[CH:5]=[CH:6][C:7]=1[Cl:8]. Procedure details: To a solution of tert-butyl (6S,7R)-7-(3,4-dichlorophenyl)-6-{[(methylsulfonyl)oxy]methyl}-1,4-oxazepane-4-carboxylate (1.9 g) in ethanol (41.8 mL) was added ethanolamine (7.57 mL), and the mixture was stirred at 80° C. overnight. The reaction mixture was concentrated under reduced pressure, distilled water was added, and the mixture was extracted with ethyl acetate. The extract was washed with distilled water and brine, and dried over anhydrous magnesium sulfate, and the solvent was evaporated ... Starting materials: 10, C(CC(=O)C)(=O)N[C@@H](CC(=O)O)C(=O)O (N-acetoacetyl-L-aspartic acid), C(C)(=O)O (acetic acid), C(C)(=O)OC(C)=O (acetic anhydride), C(C)(=O)[O-].[Mg+2].C(C)(=O)[O-] (magnesium acetate), 10. Solvent: C(C)(=O)OCC (ethyl acetate), C(C)(=O)OCC (ethyl acetate). Conditions: time 20 minute. The product is 17.2, C(CC(=O)C)(=O)N[C@H]1CC(=O)OC1=O (N-acetoacetyl-L-aspartic anhydride). RXN SMILES: [C:1]([NH:7][C@H:8]([C:13]([OH:15])=[O:14])[CH2:9][C:10]([OH:12])=O)(=[O:6])[CH2:2][C:3]([CH3:5])=[O:4].C(O)(=O)C.C(OC(=O)C)(=O)C.C([O-])(=O)C.[Mg+2].C([O-])(=O)C>C(OCC)(=O)C>[C:1]([NH:7][C@@H:8]1[C:13](=[O:14])[O:15][C:10](=[O:12])[CH2:9]1)(=[O:6])[CH2:2][C:3]([CH3:5])=[O:4] |f:3.4.5|. Procedure details: N-acetoacetyl-L-aspartic acid, 21.7 parts, was mixed with 20 parts by volume of glacial acetic acid and 12.3 parts of acetic anhydride. Anhydrous magnesium acetate, 0.40 parts, was added to the slurry which thinned briefly and then thickened rapidly. After 20 minutes, the slurry was thinned by addition of 10 parts by volume of dry ethyl acetate. The resulting slurry was again thinned after an additional 15 minutes upon addition of 10 parts by volume of dry ethyl acetate. The product was collecte... Starting materials: BrC=1C=C2N(CC3(N(C2=O)CCN3)C3=CC=C(C=C3)OC)C1 (7-bromo-10a-(4-methoxyphenyl)-2,3,10,10a-tetrahydro-1H,5H-imidazo[1,2-a]pyrrolo[1,2-d]pyrazin-5-one), palladium(0) tetrakistriphenylphosphine, CN(C)C=O (DMF). The reagents and catalysts are [C-]#N.[Zn+2].[C-]#N (zinc cyanide). Conditions: temperature 160 celsius. Yields the product COC1=CC=C(C=C1)C12N(C(C=3N(C1)C=C(C3)C#N)=O)CCN2 (10a-(4-methoxyphenyl)-5-oxo-2,3,10,10a-tetrahydro-1H,5H-imidazo[1,2-a]pyrrolo[1,2-d]pyrazine-7-carbonitrile). Yield: 58.0%. Reaction SMILES: Br[C:2]1[CH:3]=[C:4]2[C:9](=[O:10])[N:8]3[CH2:11][CH2:12][NH:13][C:7]3([C:14]3[CH:19]=[CH:18][C:17]([O:20][CH3:21])=[CH:16][CH:15]=3)[CH2:6][N:5]2[CH:22]=1.[CH3:23][N:24](C=O)C>[C-]#N.[Zn+2].[C-]#N>[CH3:21][O:20][C:17]1[CH:18]=[CH:19][C:14]([C:7]23[NH:13][CH2:12][CH2:11][N:8]2[C:9](=[O:10])[C:4]2[N:5]([CH:22]=[C:2]([C:23]#[N:24])[CH:3]=2)[CH2:6]3)=[CH:15][CH:16]=1 |f:2.3.4|. Procedure: 7-bromo-10a-(4-methoxyphenyl)-2,3,10,10a-tetrahydro-1H,5H-imidazo[1,2-a]pyrrolo[1,2-d]pyrazin-5-one (100 mg, 0.28 mmol), zinc cyanide (50 mg, 0.42 mmol) and palladium(0) tetrakistriphenylphosphine (32 mg, 0.03 mmol) were suspended in dry DMF (3 mL) in a microwave vial flushed with argon. The mixture was heated in the microwave reactor at 160° C. for 20 minutes. A saturated aqueous solution of NaHCO3 (50 mL) was added and the mixture extracted with CH2Cl2 containing 20% of isopropyl alcohol. The ... Starting materials: O=C([O-])[O-], ClC(Cl)(Cl)Cl, ClCCl, CCOP(=O)(OCC)C(N=CSCC(C)=O)C(=O)OCc1ccc(OC)cc1, CC(C)=O, [K+], [K+]. Yields the product COc1ccc(COC(=O)C2=C(C)CSC=N2)cc1. Reaction SMILES: [C:29](=[O:30])([O-:31])[O-:32].[C:42]([Cl:43])([Cl:44])([Cl:45])[Cl:46].[CH2:39]([Cl:40])[Cl:41].[CH3:1][O:2][c:3]1[cH:4][cH:5][c:6]([CH2:7][O:8][C:9](=[O:10])[CH:11]([N:12]=[CH:13][S:14][CH2:15][C:16]([CH3:17])=[O:26])[P:18]([O:19][CH2:20][CH3:21])([O:22][CH2:23][CH3:24])=[O:25])[cH:27][cH:28]1.[CH3:35][C:36](=[O:37])[CH3:38].[K+:33].[K+:34]>>[CH3:1][O:2][c:3]1[cH:4][cH:5][c:6]([CH2:7][O:8][C:9](=[O:10])[C:11]2=[C:16]([CH3:17])[CH2:15][S:14][CH:13]=[N:12]2)[cH:27][cH:28]1. Starting materials: COC([C@@H](CO[Si](C)(C)C(C)(C)C)NC(=O)OCC1=CC=CC=C1)=O ((R)-2-Benzyloxycarbonylamino-3-(tert-butyl-dimethyl-silanyloxy)-propionic acid methyl ester), [OH-].[Li+] (lithium hydroxide), Cl (HCl), C(C)(=O)OCC (ethyl acetate). Run in O1CCCC1.O (tetrahydrofuran water). Conditions: time 16 hour. Yields the product C(C1=CC=CC=C1)OC(=O)N[C@@H](C(=O)O)CO[Si](C)(C)C(C)(C)C ((R)-2-Benzyloxycarbonylamino-3-(tert-butyl-dimethyl-silanyloxy)-propionic acid). RXN SMILES: C[O:2][C:3](=[O:25])[C@H:4]([NH:14][C:15]([O:17][CH2:18][C:19]1[CH:24]=[CH:23][CH:22]=[CH:21][CH:20]=1)=[O:16])[CH2:5][O:6][Si:7]([C:10]([CH3:13])([CH3:12])[CH3:11])([CH3:9])[CH3:8].[OH-].[Li+].C(OCC)(=O)C.Cl>O1CCCC1.O>[CH2:18]([O:17][C:15]([NH:14][C@H:4]([CH2:5][O:6][Si:7]([C:10]([CH3:13])([CH3:12])[CH3:11])([CH3:8])[CH3:9])[C:3]([OH:25])=[O:2])=[O:16])[C:19]1[CH:20]=[CH:21][CH:22]=[CH:23][CH:24]=1 |f:1.2,5.6|. Reported procedure: To (R)-2-Benzyloxycarbonylamino-3-(tert-butyl-dimethyl-silanyloxy)-propionic acid methyl ester (1.450 g, 3.95 mmol) in tetrahydrofuran/water (2/1) is added lithium hydroxide (250 mg, 5.92 mmol). After stirred at rt during 16 h, the solution is treated with ethyl acetate and the pH is decrease to 2 with aqueous 1N HCl. The organic phase is dried and evaporated to yield the title compound.